From a dataset of the Open Reaction Database (ORD), a public repository of structured organic reaction records. describe an organic reaction: reactants, conditions, products, and yield The reactants are O=C([O-])O, Cl[Cu], Cl, N#C[Cu], O=N[O-], CCOc1cc(N)ccc1C(=O)O, [Na+], [Na+], N#C[Na], O, c1ccccc1. The product is CCOc1cc(C#N)ccc1C(=O)O. As a reaction SMILES: [C:18](=[O:19])([OH:20])[O-:21].[Cl:37][Cu:38].[ClH:29].[Cu:23][C:24]#[N:25].[N:14]([O-:15])=[O:16].[NH2:1][c:2]1[cH:3][c:4]([O:11][CH2:12][CH3:13])[c:5]([C:6](=[O:7])[OH:8])[cH:9][cH:10]1.[Na+:17].[Na+:22].[Na:26][C:27]#[N:28].[OH2:30].[cH:31]1[cH:32][cH:33][cH:34][cH:35][cH:36]1>>[c:2]1([C:24]#[N:25])[cH:3][c:4]([O:11][CH2:12][CH3:13])[c:5]([C:6](=[O:7])[OH:8])[cH:9][cH:10]1. The reactants are C(=O)(O)C1=CC=C(OCCN2C=NC=C2)C=C1 (1-[2-(4-carboxyphenoxy)ethyl]imidazole), S(=O)(Cl)Cl (thionyl chloride), N1CCOCC1 (morpholine). The solvent is C(C)(=O)OCC (ethyl acetate). Yields the product N1(C=NC=C1)CCOC1=CC=C(C(=O)N2CCOCC2)C=C1 (N-[4-(2-imidazol-1-yl)ethoxybenzoyl]morpholine). As a reaction SMILES: [C:1]([C:4]1[CH:17]=[CH:16][C:7]([O:8][CH2:9][CH2:10][N:11]2[CH:15]=[CH:14][N:13]=[CH:12]2)=[CH:6][CH:5]=1)([OH:3])=O.S(Cl)(Cl)=O.[NH:22]1[CH2:27][CH2:26][O:25][CH2:24][CH2:23]1>C(OCC)(=O)C>[N:11]1([CH2:10][CH2:9][O:8][C:7]2[CH:16]=[CH:17][C:4]([C:1]([N:22]3[CH2:27][CH2:26][O:25][CH2:24][CH2:23]3)=[O:3])=[CH:5][CH:6]=2)[CH:15]=[CH:14][N:13]=[CH:12]1. Procedure details: Successive treatment of 1-[2-(4-carboxyphenoxy)ethyl]imidazole (1.4 g) with thionyl chloride (1.4 g) and morpholine (10 ml) as described in Example 25 gave N-[4-(2-imidazol-1-yl)ethoxybenzoyl]morpholine, m.p. 109°-111° C. (from ethyl acetate). Found: C, 63.80; H, 6.40; N, 13.87. C16H19N3O3 requires: C, 63.77; H, 6.36; N, 13.94%. Starting materials: COC1=CC=C(NC2=CC3=C(NC(CO3)=O)C=C2)C=C1 (7-(4-methoxyanilino)-2H-1,4-benzoxazin-3(4H)-one), B(Br)(Br)Br (BBr3). Run in C(Cl)Cl (CH2Cl2). Reaction conditions: time 8 hour. The product is OC1=CC=C(NC2=CC3=C(NC(CO3)=O)C=C2)C=C1 (7-(4-hydroxyanilino)-2H-1,4-benzoxazin-3-(4H)-one). The yield is 93.7%. Reaction SMILES: C[O:2][C:3]1[CH:20]=[CH:19][C:6]([NH:7][C:8]2[CH:18]=[CH:17][C:11]3[NH:12][C:13](=[O:16])[CH2:14][O:15][C:10]=3[CH:9]=2)=[CH:5][CH:4]=1.B(Br)(Br)Br>C(Cl)Cl>[OH:2][C:3]1[CH:20]=[CH:19][C:6]([NH:7][C:8]2[CH:18]=[CH:17][C:11]3[NH:12][C:13](=[O:16])[CH2:14][O:15][C:10]=3[CH:9]=2)=[CH:5][CH:4]=1. Procedure: A solution of 7-(4-methoxyanilino)-2H-1,4-benzoxazin-3(4H)-one (135 mg; 0.5 mmol) in CH2Cl2 (2 ml) was treated with BBr3 (350 mg; 1.5 mmol). The mixture was stirred at room temperature for overnight. After evaporation to dryness the residue was taken up in EtOAC and saturated aqueous NaHCO3. The organic phase was washed with water, brine and dried over MgSO4. The residue (147 mg) was triturated with EtOAc, filtered and dried to give 7-(4-hydroxyanilino)-2H-1,4-benzoxazin-3-(4H)-one as a magenta ... Starting materials: O=C(O)CCCC#CCN1C(=O)c2ccccc2C1=O, CCO, NN, O. The product is NCC#CCCCC(=O)O. RXN SMILES: [C:4]1(=[O:5])[N:8]([CH2:9][C:10]#[C:11][CH2:12][CH2:13][CH2:14][C:15](=[O:16])[OH:17])[C:6](=[O:7])[c:18]2[cH:19][cH:20][cH:21][cH:22][c:23]21.[CH3:24][CH2:25][OH:26].[NH2:2][NH2:3].[OH2:1]>>[NH2:8][CH2:9][C:10]#[C:11][CH2:12][CH2:13][CH2:14][C:15](=[O:16])[OH:17]. The reactants are ClC=1C=C(C=CC1)/C=C/C1=NC(=CC(=N1)O)C ((E)-2-[2-(3-chloro-phenyl)-vinyl]-6-methyl-pyrimidin-4-ol), O=P(Cl)(Cl)Cl (POCl3). Run at temperature 130 celsius. The product is ClC1=NC(=NC(=C1)C)\C=C\C1=CC(=CC=C1)Cl ((E)-4-chloro-2-[2-(3-chloro-phenyl)-vinyl]-6-methyl-pyrimidine). The yield is 70.9%. Reaction SMILES: [Cl:1][C:2]1[CH:3]=[C:4](/[CH:8]=[CH:9]/[C:10]2[N:15]=[C:14](O)[CH:13]=[C:12]([CH3:17])[N:11]=2)[CH:5]=[CH:6][CH:7]=1.O=P(Cl)(Cl)[Cl:20]>>[Cl:20][C:14]1[CH:13]=[C:12]([CH3:17])[N:11]=[C:10](/[CH:9]=[CH:8]/[C:4]2[CH:5]=[CH:6][CH:7]=[C:2]([Cl:1])[CH:3]=2)[N:15]=1. Procedure details: 0.246 g (1 mmol) of (E)-2-[2-(3-chloro-phenyl)-vinyl]-6-methyl-pyrimidin-4-ol were treated with 1.83 ml (20 mmol) of POCl3 and subsequently heated at 130° C. for 4.5 hours. The mixture was cooled to RT, concentrated in vacuo and the residue was partitioned between EtOAc, water and saturated KHCO3. The organic layer was separated, dried over sodium sulphate and concentrated in vacuo. The residue was applied to a short silica gel column with CH2Cl2/hexane (3:2) as eluent. Combination of the purifi... Reactants: CC(C)(C)OC(=O)N1CCC(C=O)CC1, CCOC(=O)CC(=O)OCC, C1CCNCC1, ClCCl, CC(=O)O, CCOC(C)=O. Product: CCOC(=O)C(=CC1CCN(C(=O)OC(C)(C)C)CC1)C(=O)OCC. RXN SMILES: [C:12]([CH3:13])([CH3:14])([CH3:15])[O:16][C:17](=[O:18])[N:19]1[CH2:20][CH2:21][CH:22]([CH:25]=[O:26])[CH2:23][CH2:24]1.[C:1]([CH2:2][C:3](=[O:4])[O:5][CH2:6][CH3:7])(=[O:8])[O:9][CH2:10][CH3:11].[CH2:27]1[CH2:28][CH2:29][NH:30][CH2:31][CH2:32]1.[CH2:37]([Cl:38])[Cl:39].[CH3:33][C:34](=[O:35])[OH:36].[CH3:40][CH2:41][O:42][C:43]([CH3:44])=[O:45]>>[C:1]([C:2]([C:3](=[O:4])[O:5][CH2:6][CH3:7])=[CH:25][CH:22]1[CH2:21][CH2:20][N:19]([C:17]([O:16][C:12]([CH3:13])([CH3:14])[CH3:15])=[O:18])[CH2:24][CH2:23]1)(=[O:8])[O:9][CH2:10][CH3:11]. Reactants: C[C@@H]1CO[C@@H](CN1CC1=CC=CC=C1)CO ([(2S,5R)-5-methyl-4-(phenylmethyl)-2-morpholinyl]methanol), Cl (hydrochloric acid). The reagents and catalysts are [Pd] (palladium on carbon). Run in C(C)O (ethanol). Product: C[C@@H]1CO[C@@H](CN1)CO ([(2S,5R)-5-Methyl-2-morpholinyl]methanol). Isolated yield 141.5%. RXN SMILES: [CH3:1][C@H:2]1[N:7](CC2C=CC=CC=2)[CH2:6][C@@H:5]([CH2:15][OH:16])[O:4][CH2:3]1.Cl>C(O)C.[Pd]>[CH3:1][C@H:2]1[NH:7][CH2:6][C@@H:5]([CH2:15][OH:16])[O:4][CH2:3]1. Reported procedure: To a stirred solution of [(2S,5R)-5-methyl-4-(phenylmethyl)-2-morpholinyl]methanol (1.05 g, 4.74 mmol) in ethanol (15 mL) was added hydrochloric acid (concentrated, 12M) (0.435 mL, 5.22 mmol). The mixture was purged with nitrogen to degas, then 10% palladium on carbon (Degussa Type E101 NE/W, 50% wet) (150 mg, 0.070 mmol) was added and the mixture was purged with hydrogen and then stirred under the balloon. After stirring 4 hrs, TLC (50% EtOAc-hexanes) showed no starting material, and baseline p...